From a dataset of the Open Reaction Database (ORD), a public repository of structured organic reaction records. describe an organic reaction: reactants, conditions, products, and yield The reactants are ClC=1C=CC(=C(C1)N(CC(=O)O)CC(=O)N(C)N1CC2=CC=CC=C2C1)C (N-(5-chloro-2-methylphenyl)-N-{2-[1,3-dihydro-2H-isoindol-2-yl(methyl)amino]-2-oxoethyl}glycine), NCCNC(OC(C)(C)C)=O (tert-butyl (2-aminoethyl)carbamate). Yields the product Cl.Cl.ClC=1C=CC(=C(C1)N(CC(=O)NCCN)CC(=O)N(C)N1CC2=CC=CC=C2C1)C (N2-(5-chloro-2-methylphenyl)-N2-{2-[1,3-dihydro-2H-isoindol-2-yl(methyl)amino]-2-oxoethyl}-N1-(2-aminoethyl)glycinamide dihydrochloride). Isolated yield 215.5%. As a reaction SMILES: [Cl:1][C:2]1[CH:3]=[CH:4][C:5]([CH3:27])=[C:6]([N:8]([CH2:13][C:14]([N:16]([N:18]2[CH2:26][C:25]3[C:20](=[CH:21][CH:22]=[CH:23][CH:24]=3)[CH2:19]2)[CH3:17])=[O:15])[CH2:9][C:10]([OH:12])=O)[CH:7]=1.[NH2:28][CH2:29][CH2:30][NH:31]C(=O)OC(C)(C)C>>[ClH:1].[ClH:1].[Cl:1][C:2]1[CH:3]=[CH:4][C:5]([CH3:27])=[C:6]([N:8]([CH2:13][C:14]([N:16]([N:18]2[CH2:26][C:25]3[C:20](=[CH:21][CH:22]=[CH:23][CH:24]=3)[CH2:19]2)[CH3:17])=[O:15])[CH2:9][C:10]([NH:28][CH2:29][CH2:30][NH2:31])=[O:12])[CH:7]=1 |f:2.3.4|. Procedure details: Using the compound (400 mg, 1.03 mmol) of Example 45, step A, and tert-butyl (2-aminoethyl)carbamate (215 mg, 1.34 mmol), and according to the methods of Example 1, steps B and C, the title compound (372 mg, yield 72%) was obtained as a colorless solid. RXN SMILES: [C:1]([CH3:2])([CH3:3])([CH3:4])[O:5][C:6](=[O:7])[CH:8]1[C:9]([CH3:27])([CH3:28])[S:10][CH2:11][CH2:12][N:13]1[S:14](=[O:15])(=[O:16])[c:17]1[cH:18][cH:19][c:20]([O:23][C:24](=[O:25])[CH3:26])[cH:21][cH:22]1.[C:29](=[O:30])([O-:31])[O-:32].[CH3:35][OH:36].[K+:33].[K+:34].[OH2:37]>>[C:1]([CH3:2])([CH3:3])([CH3:4])[O:5][C:6](=[O:7])[CH:8]1[C:9]([CH3:27])([CH3:28])[S:10][CH2:11][CH2:12][N:13]1[S:14](=[O:15])(=[O:16])[c:17]1[cH:18][cH:19][c:20]([OH:23])[cH:21][cH:22]1. Reactants: CC(=O)Oc1ccc(S(=O)(=O)N2CCSC(C)(C)C2C(=O)OC(C)(C)C)cc1, O=C([O-])[O-], CO, [K+], [K+], O. Product: CC(C)(C)OC(=O)C1N(S(=O)(=O)c2ccc(O)cc2)CCSC1(C)C.